Dataset: the Open Reaction Database (ORD), a public repository of structured organic reaction records. Task: describe an organic reaction: reactants, conditions, products, and yield Reactants: FC1=C(C(=CC(=C1)SC)F)C1=C(C=CC(=N1)C(=O)OC)F (methyl 6-[2,6-difluoro-4-(methylthio)phenyl]-5-fluoropyridine-2-carboxylate), S(=O)(=O)(O[O-])[O-].[K+].[K+] (potassium peroxymonosulfate). The solvent is C(Cl)Cl (DCM). Run at time 2 hour. Yields the product FC1=C(C(=CC(=C1)S(=O)C)F)C1=C(C=CC(=N1)C(=O)OC)F (Methyl 6-[2,6-difluoro-4-(methylsulfinyl)phenyl]-5-fluoropyridine-2-carboxylate). Yield: 23.5%. Reaction SMILES: [F:1][C:2]1[CH:7]=[C:6]([S:8][CH3:9])[CH:5]=[C:4]([F:10])[C:3]=1[C:11]1[N:16]=[C:15]([C:17]([O:19][CH3:20])=[O:18])[CH:14]=[CH:13][C:12]=1[F:21].S([O-])(O[O-])(=O)=[O:23].[K+].[K+]>C(Cl)Cl>[F:1][C:2]1[CH:7]=[C:6]([S:8]([CH3:9])=[O:23])[CH:5]=[C:4]([F:10])[C:3]=1[C:11]1[N:16]=[C:15]([C:17]([O:19][CH3:20])=[O:18])[CH:14]=[CH:13][C:12]=1[F:21] |f:1.2.3|. Reported procedure: To a solution of methyl 6-[2,6-difluoro-4-(methylthio)phenyl]-5-fluoropyridine-2-carboxylate (150 mg, 0.479 mmol) in DCM (3.0 mL) was added potassium peroxymonosulfate (147 mg, 0.958 mmol) at room temperature. The reaction mixture was stirred at room temperature for 2 h. The solution was partitioned between EtOAc and water. The organic layer was dried, filtered. The filtrate was concentrated and then purified by silica gel column chromatography using CombiFlash® (0 to 100% EtOAc in hexanes) to g... Starting materials: C(C1=CC=CC=C1)C#N (benzyl cyanide), O1CCCC1 (tetrahydrofuran), BrCCCCBr (1,4-dibromobutane), O (water), C(C)(=O)OCC (ethyl acetate). Run in [H-].[Na+] (sodium hydride). Reaction conditions: time 1 hour. Product: C1(CCCC1)C(C(=O)O)C1=CC=CC=C1 (2-cyclopentyl-2-phenylacetic acid). Reaction SMILES: C(C#N)[C:2]1[CH:7]=[CH:6][CH:5]=[CH:4][CH:3]=1.Br[CH2:11][CH2:12][CH2:13][CH2:14]Br.O.[C:17]([O:20]CC)(=[O:19])[CH3:18].O1CCC[CH2:24]1>[H-].[Na+]>[CH:11]1([CH:18]([C:2]2[CH:7]=[CH:6][CH:5]=[CH:4][CH:3]=2)[C:17]([OH:20])=[O:19])[CH2:24][CH2:14][CH2:13][CH2:12]1 |f:5.6|. Reported procedure: In a stream of argon, 60% sodium hydride was dissolved in 10 ml of tetrahydrofuran, and the solution was mixed with 2.0 g of benzyl cyanide, stirred for 1 hour at room temperature, further mixed with 3.69 g of 1,4-dibromobutane and again stirred for 16 hours at room temperature. The reaction mixture was mixed with water and ethyl acetate, and the resulting organic layer was separated, washed with a saturated sodium chloride aqueous solution and then dried over anhydrous magnesium sulfate. After ... Starting materials: C1(CCCCC1)=O (cyclohexanone), CC(C)(C)[O-].[K+] (KOt-Bu), BrCCOC (bromoethyl methylether). Solvent: S(=O)(=O)(O)[O-].[K+] (potassium hydrogen sulfate), CCOCC (Et2O), S(=O)(=O)(O)[O-].[K+] (potassium hydrogen sulfate), O (water), C1=CC=CC=C1 (benzene). Run at temperature 0 celsius, time 18 hour. The product is COCCC1C(CCCC1)=O (2-(2-methoxyethyl)cyclohexanone). The yield is 35.0%. As a reaction SMILES: CC([O-])(C)C.[K+].[C:7]1(=[O:13])[CH2:12][CH2:11][CH2:10][CH2:9][CH2:8]1.Br[CH2:15][CH2:16][O:17][CH3:18]>C1C=CC=CC=1.S([O-])(O)(=O)=O.[K+].CCOCC.O>[CH3:18][O:17][CH2:16][CH2:15][CH:8]1[CH2:9][CH2:10][CH2:11][CH2:12][C:7]1=[O:13] |f:0.1,5.6|. Procedure details: Example 241 A) To a mechanically stirred mixture of KOt-Bu (87 g, 0.9 mol) in benzene (700 mL) cooled to 0° C. under an N2 atmosphere was added cyclohexanone (67 g, 0.75 mol) dropwise over 15 minutes. Ten minutes after the addition was complete, bromoethyl methylether (90 g, 0.78 mol) was added dropwise over 20 minutes. The reaction mixture was warmed to room temperature, refluxed for 7 hours, stirred at room temperature for 18 hours, and diluted with 0.5N potassium hydrogen sulfate (300 mL). Th... The reactants are aqueous solution, [OH-].[Na+] (sodium hydroxide), C1(=CC=C(C=C1)S(=O)(=O)O[C@](CN1N=CN=C1)([C@@H](C)N1CCC(CC1)=C)C1=C(C=C(C=C1)F)F)C ((2R,3R)-2-(2,4-difluorophenyl)-3-(4-methylenepiperidine-1-yl)-1-(1H-1,2,4-triazole-1-yl)butane-2-ol p-toluenesulfonate). Isolated yield 74.3%. Reaction SMILES: C1(C)C=CC(S([O:10][C@@:11]([C:27]2[CH:32]=[CH:31][C:30]([F:33])=[CH:29][C:28]=2[F:34])([C@H:18]([N:20]2[CH2:25][CH2:24][C:23](=[CH2:26])[CH2:22][CH2:21]2)[CH3:19])[CH2:12][N:13]2[CH:17]=[N:16][CH:15]=[N:14]2)(=O)=O)=CC=1.[OH-].[Na+]>C(OCC)C>[F:34][C:28]1[CH:29]=[C:30]([F:33])[CH:31]=[CH:32][C:27]=1[C@:11]([OH:10])([C@H:18]([N:20]1[CH2:25][CH2:24][C:23](=[CH2:26])[CH2:22][CH2:21]1)[CH3:19])[CH2:12][N:13]1[CH:17]=[N:16][CH:15]=[N:14]1 |f:1.2|. Procedure: To 18.3 g of the p-toluenesulfonate obtained above there were added 40 ml of ethyl ether and 35 ml of 1N aqueous solution of sodium hydroxide. The organic phase was taken out, and dried over 5 g of anhydrous magnesium sulfate and then the solvent was removed. There was added 40 ml of n-hexane to the residual liquid, and the precipitated crystal was separated by filtration, and dried to obtain 9.43 g of the desired (2R,3R)-2-(2,4-difluorophenyl)-3-(4-methylenepiperidine-1-yl)-1-(1H-1,2,4-triazole... The solvent is C(C)OCC (ethyl ether). The product is FC1=C(C=CC(=C1)F)[C@@](CN1N=CN=C1)([C@@H](C)N1CCC(CC1)=C)O ((2R,3R)-2-(2,4-difluorophenyl)-3-(4-methylenepiperidine-1-yl)-1-(1H-1,2,4-triazole-1-yl)butane-2-ol). Reactants: CC(CCN)C (3-methylbutan-1-amine), N=1C=CN2C1C=C(C=C2)CNC(=O)C2=CC=C(C(=O)O)C=C2 (4-(imidazo[1,2-a]pyridin-7-ylmethylcarbamoyl)benzoic acid), [N+](=O)([O-])C1=CC=C(C(=O)O)C=C1 (4-nitrobenzoic acid). Product: N=1C=CN2C1C=C(C=C2)CNC(C2=CC=C(C=C2)C(=O)N2C(CCC2)C(C)C)=O (N-(imidazo[1,2-a]pyridin-7-ylmethyl)-4-{[2-(propan-2-yl)pyrrolidin-1-yl]carbonyl}benzamide). As a reaction SMILES: C[CH:2]([CH3:6])[CH2:3][CH2:4][NH2:5].[N:7]1[CH:8]=[CH:9][N:10]2[CH:15]=[CH:14][C:13]([CH2:16][NH:17][C:18]([C:20]3[CH:28]=[CH:27][C:23]([C:24](O)=[O:25])=[CH:22][CH:21]=3)=[O:19])=[CH:12][C:11]=12.[N+]([C:32]1[CH:40]=CC(C(O)=O)=C[CH:33]=1)([O-])=O>>[N:7]1[CH:8]=[CH:9][N:10]2[CH:15]=[CH:14][C:13]([CH2:16][NH:17][C:18](=[O:19])[C:20]3[CH:28]=[CH:27][C:23]([C:24]([N:5]4[CH2:4][CH2:3][CH2:2][CH:6]4[CH:32]([CH3:40])[CH3:33])=[O:25])=[CH:22][CH:21]=3)=[CH:12][C:11]=12. Reported procedure: The title compound was prepared as described in Example 1A, substituting (propan-2-yl)pyrrolidine for 3-methylbutan-1-amine and 4-(imidazo[1,2-a]pyridin-7-ylmethylcarbamoyl)benzoic acid for 4-nitrobenzoic acid. 1H NMR (400 MHz, DMSO-d6) δ ppm 9.44-9.36 (m, 1H), 8.86 (d, J=6.9 Hz, 1H), 8.31 (d, J=2.1 Hz, 1H), 8.14 (d, J=2.1 Hz, 1H), 8.01-7.95 (m, 2H), 7.80 (s, 1H), 7.65-7.59 (m, 2H), 7.49 (d, J=7.6 Hz, 1H), 4.69 (d, J=5.8 Hz, 2H), 4.15-4.05 (m, 1H), 3.47-3.19 (m, 2H), 2.39-2.26 (m, 1H), 1.96-1.57...